This data is from the Open Reaction Database (ORD), a public repository of structured organic reaction records. The task is: describe an organic reaction: reactants, conditions, products, and yield Reactants: [OH-].[Na+] (NaOH), C(C)[C@H]1[C@H](C[C@H](C1)O)C(=O)OCC ((1S,2R,4S)-ethyl 2-ethyl-4-hydroxycyclopentanecarboxylate). Solvent: C(C)[C@H]1[C@H](C[C@H](C1)O)C(=O)O ((1S,2R,4S)-2-ethyl-4-hydroxycyclopentanecarboxylic acid). Run at time 3 day. Product: C(C)C1C(CC(C1)O)C(=O)O (2-ethyl-4-hydroxycyclopentanecarboxylic acid). Reaction SMILES: [OH-].[Na+].[CH2:3]([C@@H:5]1[CH2:9][C@H:8]([OH:10])[CH2:7][C@@H:6]1[C:11]([O:13]CC)=[O:12])[CH3:4]>C([C@@H]1C[C@H](O)C[C@@H]1C(O)=O)C>[CH2:3]([CH:5]1[CH2:9][CH:8]([OH:10])[CH2:7][CH:6]1[C:11]([OH:13])=[O:12])[CH3:4] |f:0.1|. Procedure details: Aqueous NaOH (1 N, 12 mL, 12 mmol) was added to a scalemic mixture enriched in (1S,2R,4S)-ethyl 2-ethyl-4-hydroxycyclopentanecarboxylate (1.11 g, 5.96 mmol). The reaction mixture was stirred at ambient temperature for about 3 days and then extracted with Et2O (3×25 mL). The Et2O extracts were discarded and the aqueous portion was cooled to about 0° C. Aqueous HCl (5 N) was slowly added to bring the pH to about 2. The resulting aqueous suspension was extracted with EtOAc (3×40 mL). The combined o... The reactants are ClCCCOC1=CC(=C(C=C1)C(C)=O)OC (1-[4-(3-chloro-propoxy)-2-methoxy-phenyl]-ethanone), C[C@H]1[NH2+]CCC1.C1(=CC=CC=C1)S(=O)(=O)[O-] (benzenesulfonate (R)-2-methyl-pyrrolidinium), C([O-])([O-])=O.[K+].[K+] (potassium carbonate). Reagents/catalysts: [I-].[K+] (potassium iodide). The solvent is C(C)#N (acetonitrile). Product: COC1=C(C=CC(=C1)OCCCN1[C@@H](CCC1)C)C(C)=O (1-{2-Methoxy-4-[3-((R)-2-methyl-pyrrolidin-1-yl)-propoxy]-phenyl}-ethanone). Yield: 57.2%. RXN SMILES: Cl[CH2:2][CH2:3][CH2:4][O:5][C:6]1[CH:11]=[CH:10][C:9]([C:12](=[O:14])[CH3:13])=[C:8]([O:15][CH3:16])[CH:7]=1.[CH3:17][C@@H:18]1[CH2:22][CH2:21][CH2:20][NH2+:19]1.C1(S([O-])(=O)=O)C=CC=CC=1.C(=O)([O-])[O-].[K+].[K+]>C(#N)C.[I-].[K+]>[CH3:16][O:15][C:8]1[CH:7]=[C:6]([O:5][CH2:4][CH2:3][CH2:2][N:19]2[CH2:20][CH2:21][CH2:22][C@H:18]2[CH3:17])[CH:11]=[CH:10][C:9]=1[C:12](=[O:14])[CH3:13] |f:1.2,3.4.5,7.8|. Procedure details: In a 250 mL round bottom flask, 1-[4-(3-chloro-propoxy)-2-methoxy-phenyl]-ethanone (6.18 g, 25.5 mmol), benzenesulfonate (R)-2-methyl-pyrrolidinium (12.4 g, 50.9 mmol), potassium carbonate (14.1 g, 102 mmol), and potassium iodide (20 mg, 0.12 mmol) in acetonitrile (100 mL) was heated to reflux 14 h. The reaction was cooled and the solvent concentrated under vacuum. The slurry was partitioned between methylene chloride and water, then washed with water three times. The organics were extracted thr... Reactants: FC(C(=O)O)(F)F.NN=CNC=1C=C(C=CC1)C(=O)NCC(=O)NC(CC(=O)O)C1=CC=2CC3=CC=CC=C3C2C=C1 ((±) β-[[2-[[[3-[(aminoiminomethyl)amino]phenyl]carbonyl]amino]acetyl]amino]-9H-fluorene-2-propanoic acid, trifluoroacetate salt), Cl (HCl), CCO (EtOH). The product is NC(CC(=O)OCC)C1=CC=2CC3=CC=CC=C3C2C=C1 (Ethyl (±) β-amino-9H-fluorene-2-propanoate). As a reaction SMILES: F[C:2](F)(F)[C:3]([OH:5])=[O:4].NN=CNC1C=C(C(NCC([NH:24][CH:25]([C:30]2[CH:42]=[CH:41][C:40]3[C:39]4[C:34](=[CH:35][CH:36]=[CH:37][CH:38]=4)[CH2:33][C:32]=3[CH:31]=2)CC(O)=O)=O)=O)C=CC=1.Cl.[CH3:44][CH2:45]O>>[NH2:24][CH:25]([C:30]1[CH:42]=[CH:41][C:40]2[C:39]3[C:34](=[CH:35][CH:36]=[CH:37][CH:38]=3)[CH2:33][C:32]=2[CH:31]=1)[CH2:2][C:3]([O:5][CH2:44][CH3:45])=[O:4] |f:0.1|. Procedure details: The product from Step A was taken up in absolute EtOH, dry HCl gas was added to saturation, and the mixture refluxed overnight. Volatiles were removed and the resulting semi-solid partitioned between ethyl acetate and water. The aqueous layer was made basic by addition of 2.5N NaOH and extracted with EtOAc (2×200 mL). The organic layer was dried (anhydrous NaSO4) and dry HCl gas added until precipitation ceased. Volatiles were removed until a semisolid residue remained. This was triturated with ... Run in CO (methanol), CCOC(=O)C (EtOAc). The reactants are C(C)(C)C1=NN(C(=C1)C(C)C)C1CCC(CC1)=O (4-(3,5-diisopropyl-pyrazol-1-yl)-cyclohexanone), [BH4-].[Na+] (NaBH4), Cl (HCl). As a reaction SMILES: [CH:1]([C:4]1[CH:8]=[C:7]([CH:9]([CH3:11])[CH3:10])[N:6]([CH:12]2[CH2:17][CH2:16][C:15](=[O:18])[CH2:14][CH2:13]2)[N:5]=1)([CH3:3])[CH3:2].[BH4-].[Na+].Cl>CO.CCOC(C)=O>[CH:1]([C:4]1[CH:8]=[C:7]([CH:9]([CH3:11])[CH3:10])[N:6]([C@H:12]2[CH2:13][CH2:14][C@H:15]([OH:18])[CH2:16][CH2:17]2)[N:5]=1)([CH3:2])[CH3:3].[CH:1]([C:4]1[CH:8]=[C:7]([CH:9]([CH3:11])[CH3:10])[N:6]([C@@H:12]2[CH2:13][CH2:14][C@H:15]([OH:18])[CH2:16][CH2:17]2)[N:5]=1)([CH3:2])[CH3:3] |f:1.2|. Yields the product C(C)(C)C1=NN(C(=C1)C(C)C)[C@@H]1CC[C@H](CC1)O (trans-4-(3,5-diisopropyl-pyrazol-1-yl)-cyclohexanol), C(C)(C)C1=NN(C(=C1)C(C)C)[C@H]1CC[C@H](CC1)O (cis-4-(3,5-diisopropyl-pyrazol-1-yl)-cyclohexanol). Reaction conditions: time 8 hour. Procedure: To a solution of 4-(3,5-diisopropyl-pyrazol-1-yl)-cyclohexanone (236 mg, 0.95 mmol) in methanol (10 mL) was added NaBH4 (38 mg, 1 mmol). The reaction was stirred at room temperature overnight followed by acidification with HCl (10% aqueous). The reaction was diluted with EtOAc and extracted with water, brine, dried over MgSO4 and concentrated. The residue was purified on silica gel (100% hexane to 4:1 hexane:EtOAc) to give trans-4-(3,5-diisopropyl-pyrazol-1-yl)-cyclohexanol (yield 43.3 mg) and c...